This data is from the Open Reaction Database (ORD), a public repository of structured organic reaction records. The task is: describe an organic reaction: reactants, conditions, products, and yield Reactants: O[C@H](C(=O)N1CCOCC1)CC1=CC=CC=C1 ((S)-2-hydroxy-1-morpholin-4-yl-3-phenyl-propan-1-one), [OH-].[Li+] (lithium hydroxide). The product is C1(CCCCC1)C[C@@H](C(=O)N1CCOCC1)O ((S)-3-cyclohexyl-2-hydroxy-1-morpholin-4-yl-propan-1-one). Isolated yield 46.0%. As a reaction SMILES: [OH:1][C@@H:2]([CH2:11][C:12]1[CH:17]=[CH:16][CH:15]=[CH:14][CH:13]=1)[C:3]([N:5]1[CH2:10][CH2:9][O:8][CH2:7][CH2:6]1)=[O:4].[OH-].[Li+]>>[CH:12]1([CH2:11][C@H:2]([OH:1])[C:3]([N:5]2[CH2:6][CH2:7][O:8][CH2:9][CH2:10]2)=[O:4])[CH2:17][CH2:16][CH2:15][CH2:14][CH2:13]1 |f:1.2|. Reported procedure: This reaction is performed as previously described by Deechongkit, S.; You, S.-L.; Kelly, J. W. Org. Lett. 2004, 6, 497, using (R)-3-benzylsulfanyl-2-hydroxy-propionic acid methyl ester 2 and lithium hydroxide. (R)-3-Benzylsulfanyl-2-hydroxy-propionic acid 3 (3.08 g, 14.51 mmol, 46%) is isolated as a viscous oil: MS calculated for C10H12O3S (M+Na+) 235.1, found 235.3. Reactants: N1N=CC(=C1)C1=CC2=C(C=3N=C(SC3CCO2)C(=O)O)C=C1 (8-(1H-Pyrazol-4-yl)-4,5-dihydro-6-oxa-3-thia-1-aza-benzo[e]azulene-2-carboxylic acid), N1[C@@H](CCCC1)CO ((S)-piperidin-2ylmethanol). Yields the product OC[C@@H]1N(CCCC1)C(=O)C=1SC=2CCOC3=C(C2N1)C=CC(=C3)C=3C=NNC3 (((R)-2-Hydroxymethyl-piperidin-1-yl)-[8-(1H-pyrazol-4-yl)-4,5-dihydro-6-oxa-3-thia-1-aza-benzo[e]azulen-2-yl]-methanone). As a reaction SMILES: [NH:1]1[CH:5]=[C:4]([C:6]2[CH:22]=[CH:21][C:9]3[C:10]4[N:11]=[C:12]([C:18](O)=[O:19])[S:13][C:14]=4[CH2:15][CH2:16][O:17][C:8]=3[CH:7]=2)[CH:3]=[N:2]1.[NH:23]1[CH2:28][CH2:27][CH2:26][CH2:25][C@H:24]1[CH2:29][OH:30]>>[OH:30][CH2:29][C@H:24]1[CH2:25][CH2:26][CH2:27][CH2:28][N:23]1[C:18]([C:12]1[S:13][C:14]2[CH2:15][CH2:16][O:17][C:8]3[CH:7]=[C:6]([C:4]4[CH:3]=[N:2][NH:1][CH:5]=4)[CH:22]=[CH:21][C:9]=3[C:10]=2[N:11]=1)=[O:19]. Procedure: Following the procedure for 103, 8-(1H-Pyrazol-4-yl)-4,5-dihydro-6-oxa-3-thia-1-aza-benzo[e]azulene-2-carboxylic acid (50.0 mg, 0.2 mmol) was reacted with (S)-piperidin-2ylmethanol (1.2 equiv) to give 162 (12.1 mg, M+1 411.1) Reactants: [Al+3], C1CCOC1, CCOC(=O)c1ccc(Sc2cc3c(cc2C)C(C)(C)CCC3(C)C)cc1, [H-], [H-], [H-], [H-], [Li+]. Product: Cc1cc2c(cc1Sc1ccc(CO)cc1)C(C)(C)CCC2(C)C. As a reaction SMILES: [Al+3:2].[CH2:34]1[O:35][CH2:36][CH2:37][CH2:38]1.[CH3:7][c:8]1[c:9]([S:22][c:23]2[cH:24][cH:25][c:26]([C:27](=[O:28])[O:29][CH2:30][CH3:31])[cH:32][cH:33]2)[cH:10][c:11]2[c:16]([cH:17]1)[C:15]([CH3:18])([CH3:19])[CH2:14][CH2:13][C:12]2([CH3:20])[CH3:21].[H-:1].[H-:4].[H-:5].[H-:6].[Li+:3]>>[CH3:7][c:8]1[c:9]([S:22][c:23]2[cH:24][cH:25][c:26]([CH2:27][OH:28])[cH:32][cH:33]2)[cH:10][c:11]2[c:16]([cH:17]1)[C:15]([CH3:18])([CH3:19])[CH2:14][CH2:13][C:12]2([CH3:20])[CH3:21]. Reactants: CC(C)(C)c1ccc(C=O)cc1, [BH3-]C#N, CC(=O)O, CO, NCc1ccc(Cl)cc1, [Na+], O. The product is CC(C)(C)c1ccc(CNCc2ccc(Cl)cc2)cc1. Reaction SMILES: [C:1]([CH3:2])([CH3:3])([CH3:4])[c:5]1[cH:6][cH:7][c:8]([CH:9]=[O:10])[cH:11][cH:12]1.[C:26]([BH3-:27])#[N:28].[CH3:22][C:23](=[O:24])[OH:25].[CH3:30][OH:31].[Cl:13][c:14]1[cH:15][cH:16][c:17]([CH2:18][NH2:19])[cH:20][cH:21]1.[Na+:29].[OH2:32]>>[C:1]([CH3:2])([CH3:3])([CH3:4])[c:5]1[cH:6][cH:7][c:8]([CH2:9][NH:19][CH2:18][c:17]2[cH:16][cH:15][c:14]([Cl:13])[cH:21][cH:20]2)[cH:11][cH:12]1. Reactants: Cc1cnc2c(-c3ccc(F)c(C)c3)c(NC(=O)CSC3CCCC3)nn2c1, O=C(OO)c1cccc(Cl)c1, ClC(Cl)Cl. Yields the product Cc1cnc2c(-c3ccc(F)c(C)c3)c(NC(=O)CS(=O)C3CCCC3)nn2c1. Reaction SMILES: [CH:12]1([S:17][CH2:18][C:19](=[O:20])[NH:21][c:22]2[n:23][n:24]3[c:25]([n:26][cH:27][c:28]([CH3:30])[cH:29]3)[c:31]2-[c:32]2[cH:33][c:34]([CH3:39])[c:35]([F:38])[cH:36][cH:37]2)[CH2:13][CH2:14][CH2:15][CH2:16]1.[Cl:1][c:2]1[cH:3][c:4]([C:9](=[O:6])[O:10][OH:11])[cH:5][cH:7][cH:8]1.[Cl:40][CH:41]([Cl:42])[Cl:43]>>[O:6]=[S:17]([CH:12]1[CH2:13][CH2:14][CH2:15][CH2:16]1)[CH2:18][C:19](=[O:20])[NH:21][c:22]1[n:23][n:24]2[c:25]([n:26][cH:27][c:28]([CH3:30])[cH:29]2)[c:31]1-[c:32]1[cH:33][c:34]([CH3:39])[c:35]([F:38])[cH:36][cH:37]1. Procedure details: A solution of 1.31 g (3 mmol) 4,5-Bis(trimethylsilyloxy)cyclohexa-1,4-diene-1,2-dicarboxylic acid dimethyl ester (Example 1a), 306 mg (3 mmol) pivalic acid and 1 ml of DMF is heated under argon to 120° and a solution of 460 mg (3 mmol) 2,4-dimethoxy-anilin in 1 ml of DMF is added within 5 minutes. The reaction mixture is heated at 120° for 10 minutes, cooled, diluted with water and extracted with ethyl acetate. The organic phase is washed in succession with 1N HCl water, saturated Na2CO3, water ... RXN SMILES: [CH3:1][O:2][C:3]([C:5]1[CH2:10][C:9](O[Si](C)(C)C)=[C:8](O[Si](C)(C)C)[CH2:7][C:6]=1[C:21]([O:23][CH3:24])=[O:22])=[O:4].C(O)(=O)C(C)(C)C.[CH3:32][O:33][C:34]1[CH:40]=[C:39]([O:41][CH3:42])[CH:38]=[CH:37][C:35]=1[NH2:36].[NH2:43][C:44]1[CH:49]=[CH:48][CH:47]=[CH:46][CH:45]=1>CN(C=O)C.O.C(O)C>[CH3:1][O:2][C:3](=[O:4])[C:5]1[C:6](=[CH:7][C:8]([NH:43][C:44]2[CH:49]=[CH:48][CH:47]=[CH:46][CH:45]=2)=[C:9]([NH:36][C:35]2[CH:37]=[CH:38][C:39]([O:41][CH3:42])=[CH:40][C:34]=2[O:33][CH3:32])[CH:10]=1)[C:21]([O:23][CH3:24])=[O:22]. The reactants are COC1=C(N)C=CC(=C1)OC (2,4-dimethoxy-anilin), NC1=CC=CC=C1 (aniline), C(C(C)(C)C)(=O)O (pivalic acid), COC(=O)C1=C(CC(=C(C1)O[Si](C)(C)C)O[Si](C)(C)C)C(=O)OC (4,5-Bis(trimethylsilyloxy)cyclohexa-1,4-diene-1,2-dicarboxylic acid dimethyl ester), C(C(C)(C)C)(=O)O (pivalic acid). Yields the product COC(C=1C(C(=O)OC)=CC(=C(C1)NC1=C(C=C(C=C1)OC)OC)NC1=CC=CC=C1)=O (4-anilino-5-(2,4-dimethoxy-anilino)-phthalic acid dimethyl ester). Run in O (water), CN(C)C=O (DMF), O (water), C(C)O (ethanol), C(C)O (ethanol), CN(C)C=O (DMF). Starting materials: BrCC=1C=C(C(=O)OC)C=CC1 (methyl 3-(bromomethyl)benzoate), [C-]#N.[K+] (potassium cyanide), C1COCCOCCOCCOCCOCCO1 (18-crown-6). Solvent: C(C)#N (acetonitrile). Run at time 24 hour. Product: C(#N)CC=1C=C(C(=O)OC)C=CC1 (Methyl 3-(cyanomethyl)benzoate). Reaction SMILES: Br[CH2:2][C:3]1[CH:4]=[C:5]([CH:10]=[CH:11][CH:12]=1)[C:6]([O:8][CH3:9])=[O:7].[C-:13]#[N:14].[K+].C1OCCOCCOCCOCCOCCOC1>C(#N)C>[C:13]([CH2:2][C:3]1[CH:4]=[C:5]([CH:10]=[CH:11][CH:12]=1)[C:6]([O:8][CH3:9])=[O:7])#[N:14] |f:1.2|. Procedure details: A mixture of methyl 3-(bromomethyl)benzoate (0.6 gram, 2.6 mmol), potassium cyanide (0.35 gram, 5.2 mmol) and 60 mg of 18-crown-6 in 6 ml acetonitrile was vigorously stirred at room temperature for 24 hours. The mixture was filtered, the filtrate concentrated to half volume, water was added to the remaining mixture and extraction was performed with dichloromethane. The organic phase was dried over MgSO4 and the solvent was evaporated, to give the product as a yellow liquid, which was used withou... The reactants are ClCCl, COc1cc2c(Cl)c(C#N)cnc2cc1O, CCOC(=O)N=NC(=O)OCC, c1ccc(P(c2ccccc2)c2ccccc2)cc1, OCCCc1ccncc1. The product is COc1cc2c(Cl)c(C#N)cnc2cc1OCCCc1ccncc1. As a reaction SMILES: [CH2:58]([Cl:59])[Cl:60].[Cl:1][c:2]1[c:3]([C:15]#[N:16])[cH:4][n:5][c:6]2[cH:7][c:8]([OH:14])[c:9]([O:12][CH3:13])[cH:10][c:11]12.[O:46]=[C:47]([O:48][CH2:49][CH3:50])[N:51]=[N:52][C:53]([O:54][CH2:55][CH3:56])=[O:57].[c:27]1([P:28]([c:29]2[cH:30][cH:31][cH:32][cH:33][cH:34]2)[c:35]2[cH:36][cH:37][cH:38][cH:39][cH:40]2)[cH:41][cH:42][cH:43][cH:44][cH:45]1.[n:17]1[cH:18][cH:19][c:20]([CH2:23][CH2:24][CH2:25][OH:26])[cH:21][cH:22]1>>[Cl:1][c:2]1[c:3]([C:15]#[N:16])[cH:4][n:5][c:6]2[cH:7][c:8]([O:14][CH2:25][CH2:24][CH2:23][c:20]3[cH:19][cH:18][n:17][cH:22][cH:21]3)[c:9]([O:12][CH3:13])[cH:10][c:11]12. Product: OC(c1c(Cl)ncnc1Cl)C1CC1. RXN SMILES: [CH2:26]1[O:27][CH2:28][CH2:29][CH2:30]1.[CH3:1][CH2:2][CH2:3][CH2:4][Li:5].[CH:21]1([CH:24]=[O:25])[CH2:22][CH2:23]1.[CH:6]([NH:7][CH:8]([CH3:9])[CH3:10])([CH3:11])[CH3:12].[Cl:13][c:14]1[n:15][cH:16][n:17][c:18]([Cl:20])[cH:19]1.[OH2:31]>>[Cl:13][c:14]1[n:15][cH:16][n:17][c:18]([Cl:20])[c:19]1[CH:24]([CH:21]1[CH2:22][CH2:23]1)[OH:25]. Reactants: C1CCOC1, [Li]CCCC, O=CC1CC1, CC(C)NC(C)C, Clc1cc(Cl)ncn1, O. Reactants: BrC1=CC=C(C=2C(C=3CCCCC3NC12)=O)C(=O)OC (methyl 4-bromo-9-oxo-5,6,7,8,9,10-hexahydroacridine-1-carboxylate). Reagents/catalysts: [Pd] (Pd/C). Run in CO (MeOH). Conditions: time 6 hour. Yields the product O=C1C=2CCCCC2NC=2C=CC=C(C12)C(=O)OC (methyl 9-oxo-5,6,7,8,9,10-hexahydroacridine-1-carboxylate). The yield is 152.7%. As a reaction SMILES: Br[C:2]1[C:15]2[NH:14][C:13]3[CH2:12][CH2:11][CH2:10][CH2:9][C:8]=3[C:7](=[O:16])[C:6]=2[C:5]([C:17]([O:19][CH3:20])=[O:18])=[CH:4][CH:3]=1>[Pd].CO>[O:16]=[C:7]1[C:6]2[C:5]([C:17]([O:19][CH3:20])=[O:18])=[CH:4][CH:3]=[CH:2][C:15]=2[NH:14][C:13]2[CH2:12][CH2:11][CH2:10][CH2:9][C:8]1=2. Procedure: A mixture of methyl 4-bromo-9-oxo-5,6,7,8,9,10-hexahydroacridine-1-carboxylate (0.19 g, 0.56 mmol), MeOH (20 mL), and Pd/C (5% Pd on carbon, 50% water, 0.05 g) were stirred at room temperature under an atmosphere of hydrogen for 6 hours. The mixture was filtered through celite and the filtrate was concentrated to give crude methyl 9-oxo-5,6,7,8,9,10-hexahydroacridine-1-carboxylate (0.22 g), which was used to next step without further purification.